Dataset: the Open Reaction Database (ORD), a public repository of structured organic reaction records. Task: describe an organic reaction: reactants, conditions, products, and yield Reactants: ClC1=CC=C(CN2NCC(NC2=O)=O)C=C1 (2-(4'-chlorobenzyl)-hexahydro-1,2,4-triazine-3,5-dione), ClC1=CC=C(C(=O)Cl)C=C1 (p-chlorobenzoylchloride). The solvent is C1=CC=CC=C1 (benzene). The product is ClC1=CC=C(C(=O)N2N(C(NC(C2)=O)=O)CC2=CC=C(C=C2)Cl)C=C1 (1-(4'-chlorobenzoyl)-2-(4'-chlorobenzyl)-hexahydro-1,2,4-triazine-3,5-dione). The yield is 60.0%. Reaction SMILES: [Cl:1][C:2]1[CH:16]=[CH:15][C:5]([CH2:6][N:7]2[C:12](=[O:13])[NH:11][C:10](=[O:14])[CH2:9][NH:8]2)=[CH:4][CH:3]=1.[Cl:17][C:18]1[CH:26]=[CH:25][C:21]([C:22](Cl)=[O:23])=[CH:20][CH:19]=1>C1C=CC=CC=1>[Cl:17][C:18]1[CH:26]=[CH:25][C:21]([C:22]([N:8]2[CH2:9][C:10](=[O:14])[NH:11][C:12](=[O:13])[N:7]2[CH2:6][C:5]2[CH:15]=[CH:16][C:2]([Cl:1])=[CH:3][CH:4]=2)=[O:23])=[CH:20][CH:19]=1. Procedure: Into a 100 ml round bottomed flask equipped with a reflux condenser sealed with a calcium chloride tube, were placed 100 ml of dry benzene, 1 g of 2-(4'-chlorobenzyl)-hexahydro-1,2,4-triazine-3,5-dione and 2 ml of p-chlorobenzoylchloride. The mixture was refluxed for 18 hours, the solution obtained was then cooled and the precipitated crystals were filtered off by suction to yield 1 g (60%) of 1-(4'-chlorobenzoyl)-2-(4'-chlorobenzyl)-hexahydro-1,2,4-triazine-3,5-dione; m.p. 205°. Starting materials: BrCc1ccccc1, O=C([O-])[O-], CC1(C)CC(=NO)CC(C)(C)N1, CO, CN(C)C=O, Cl, Cl, [K+], [K+], NO, O. The product is CC1(C)CC(N(O)Cc2ccccc2)CC(C)(C)N1. RXN SMILES: [Br:17][CH2:18][c:19]1[cH:20][cH:21][cH:22][cH:23][cH:24]1.[C:25](=[O:26])([O-:27])[O-:28].[CH3:1][C:2]1([CH3:12])[NH:3][C:4]([CH3:10])([CH3:11])[CH2:5][C:6](=[N:8][OH:9])[CH2:7]1.[CH3:31][OH:32].[CH3:34][N:35]([CH3:36])[CH:37]=[O:38].[ClH:13].[ClH:14].[K+:29].[K+:30].[NH2:15][OH:16].[OH2:33]>>[CH3:1][C:2]1([CH3:12])[NH:3][C:4]([CH3:10])([CH3:11])[CH2:5][CH:6]([N:8]([OH:9])[CH2:18][c:19]2[cH:20][cH:21][cH:22][cH:23][cH:24]2)[CH2:7]1. Starting materials: Br (HBr), CC(=O)C1=CC(=C(C=C1)Cl)Cl (3,4-dichloroacetophenone), [N+](=O)([O-])C1=CC(=C(C=C1[N+](=O)[O-])N)N (4,5-Dinitro-1,2-phenylene-diamine). RXN SMILES: Br.[CH3:2][C:3]([C:5]1[CH:10]=[CH:9][C:8]([Cl:11])=[C:7]([Cl:12])[CH:6]=1)=O.[N+:13]([C:16]1[C:21]([N+:22]([O-:24])=[O:23])=[CH:20][C:19]([NH2:25])=[C:18]([NH2:26])[CH:17]=1)([O-:15])=[O:14]>CS(C)=O>[Cl:12][C:7]1[CH:6]=[C:5]([C:3]2[CH:2]=[N:26][C:18]3[C:19](=[CH:20][C:21]([N+:22]([O-:24])=[O:23])=[C:16]([N+:13]([O-:15])=[O:14])[CH:17]=3)[N:25]=2)[CH:10]=[CH:9][C:8]=1[Cl:11]. Solvent: CS(=O)C (DMSO). Yields the product ClC=1C=C(C=CC1Cl)C1=NC2=CC(=C(C=C2N=C1)[N+](=O)[O-])[N+](=O)[O-] (2-(3,4-Dichlorophenyl)-6,7-dinitroquinoxaline). Reaction conditions: temperature 55 celsius, time 24 hour. Procedure: 48% aqueous HBr (8.8 M) (3.4 ml, 30 mmol) was slowly added to a stirred solution of 3,4-dichloroacetophenone (1.89 g, 10 mmol) in DMSO (17 ml). The solution was stirred in an open flask at 55° C. for 24 hours. The solution was poured onto ice, the solid product was filtered, washed with water, and redissolved in ethanol (18 ml). 4,5-Dinitro-1,2-phenylene-diamine (890 mg, 4.5 mmol) was added and the mixture was heated to reflux for 4 hours.